From a dataset of the Open Reaction Database (ORD), a public repository of structured organic reaction records. describe an organic reaction: reactants, conditions, products, and yield The reactants are OCCC1(O)CCN(Cc2ccccc2)CC1, CO, [OH-], [OH-], [Pd+2]. Product: OCCC1(O)CCNCC1. Reaction SMILES: [CH2:1]([c:2]1[cH:3][cH:4][cH:5][cH:6][cH:7]1)[N:8]1[CH2:9][CH2:10][C:11]([OH:14])([CH2:15][CH2:16][OH:17])[CH2:12][CH2:13]1.[CH3:18][OH:19].[OH-:20].[OH-:22].[Pd+2:21]>>[NH:8]1[CH2:9][CH2:10][C:11]([OH:14])([CH2:15][CH2:16][OH:17])[CH2:12][CH2:13]1.